Dataset: the Open Reaction Database (ORD), a public repository of structured organic reaction records. Task: describe an organic reaction: reactants, conditions, products, and yield Reactants: FC=1C(=C2C(=NC1)N(C(=C2)C2=CN(C1=CC=C(C=C21)OC)C(=O)OC(C)(C)C)S(=O)(=O)C2=CC=C(C)C=C2)C2=CN=C(S2)C2(CCC2)O (tert-butyl 3-(5-fluoro-4-(2-(1-hydroxycyclobutyl)thiazol-5-yl)-1-tosyl-1H-pyrrolo[2,3-b]pyridin-2-yl)-5-methoxy-1H-indole-1-carboxylate), Cl (HCl). Solvent: CO (methanol), [OH-].[Na+] (sodium hydroxide). Yields the product FC=1C(=C2C(=NC1)NC(=C2)C2=CNC1=CC=C(C=C21)OC)C2=CN=C(S2)C2(CCC2)O (1-(5-(5-fluoro-2-(5-methoxy-1H-indol-3-yl)-1H-pyrrolo[2,3-b]pyridin-4-yl)thiazol-2-yl)cyclobutanol). RXN SMILES: [F:1][C:2]1[C:3]([C:39]2[S:43][C:42]([C:44]3([OH:48])[CH2:47][CH2:46][CH2:45]3)=[N:41][CH:40]=2)=[C:4]2[CH:10]=[C:9]([C:11]3[C:19]4[C:14](=[CH:15][CH:16]=[C:17]([O:20][CH3:21])[CH:18]=4)[N:13](C(OC(C)(C)C)=O)[CH:12]=3)[N:8](S(C3C=CC(C)=CC=3)(=O)=O)[C:5]2=[N:6][CH:7]=1.Cl>CO.[OH-].[Na+]>[F:1][C:2]1[C:3]([C:39]2[S:43][C:42]([C:44]3([OH:48])[CH2:47][CH2:46][CH2:45]3)=[N:41][CH:40]=2)=[C:4]2[CH:10]=[C:9]([C:11]3[C:19]4[C:14](=[CH:15][CH:16]=[C:17]([O:20][CH3:21])[CH:18]=4)[NH:13][CH:12]=3)[NH:8][C:5]2=[N:6][CH:7]=1 |f:3.4|. Procedure: A solution of tert-butyl 3-(5-fluoro-4-(2-(1-hydroxycyclobutyl)thiazol-5-yl)-1-tosyl-1H-pyrrolo[2,3-b]pyridin-2-yl)-5-methoxy-1H-indole-1-carboxylate (Example 93B) (140 mg, 0.203 mmol) in methanol (2.00 mL) and 2N sodium hydroxide solution (670 μL) was heated by microwave irradiation (Biotage, Initiator) to 120° C. for 30 minutes. The reaction was cooled to room temperature, and the pH adjusted to ˜3 with 10% aqueous HCl solution. The resulting solution was purified by reverse phase high perform... Starting materials: ClC1=C(C(=NC2=CC(=CC(=C12)F)F)C(=C)C1=CC=CC=C1)C (4-Chloro-5,7-difluoro-3-methyl-2-(1-phenylvinyl)quinoline), CC1(CNC=2C1=NC=C(C2)N2CCOCC2)C (4-(3,3-dimethyl-2,3-dihydro-1H-pyrrolo[3,2-b]pyridin-6-yl)morpholine), C1(CCCCC1)P(C1=C(C=CC=C1)C1=C(C=C(C=C1C(C)C)C(C)C)C(C)C)C1CCCCC1 (2-(dicyclohexylphosphino)-2′,4′,6′-tri-i-propyl-1,1′-biphenyl), CC(C)([O-])C.[Na+] (sodium tert-butoxide). Reagents/catalysts: C=1C=CC(=CC1)/C=C/C(=O)/C=C/C2=CC=CC=C2.C=1C=CC(=CC1)/C=C/C(=O)/C=C/C2=CC=CC=C2.C=1C=CC(=CC1)/C=C/C(=O)/C=C/C2=CC=CC=C2.[Pd].[Pd] (Pd2dba3). Run in C1(=CC=CC=C1)C (toluene). Product: CC1(CN(C=2C1=NC=C(C2)N2CCOCC2)C2=C(C(=NC1=CC(=CC(=C21)F)F)C(=C)C2=CC=CC=C2)C)C (4-(3,3-dimethyl-6-(4-morpholinyl)-2,3-dihydro-1H-pyrrolo[3,2-b]pyridin-1-yl)-5,7-difluoro-3-methyl-2-(1-phenylethenyl)quinoline). As a reaction SMILES: Cl[C:2]1[C:11]2[C:6](=[CH:7][C:8]([F:13])=[CH:9][C:10]=2[F:12])[N:5]=[C:4]([C:14]([C:16]2[CH:21]=[CH:20][CH:19]=[CH:18][CH:17]=2)=[CH2:15])[C:3]=1[CH3:22].[CH3:23][C:24]1([CH3:39])[C:28]2=[N:29][CH:30]=[C:31]([N:33]3[CH2:38][CH2:37][O:36][CH2:35][CH2:34]3)[CH:32]=[C:27]2[NH:26][CH2:25]1.C1(P(C2CCCCC2)C2C=CC=CC=2C2C(C(C)C)=CC(C(C)C)=CC=2C(C)C)CCCCC1.CC(C)([O-])C.[Na+]>C1C=CC(/C=C/C(/C=C/C2C=CC=CC=2)=O)=CC=1.C1C=CC(/C=C/C(/C=C/C2C=CC=CC=2)=O)=CC=1.C1C=CC(/C=C/C(/C=C/C2C=CC=CC=2)=O)=CC=1.[Pd].[Pd].C1(C)C=CC=CC=1>[CH3:23][C:24]1([CH3:39])[C:28]2=[N:29][CH:30]=[C:31]([N:33]3[CH2:38][CH2:37][O:36][CH2:35][CH2:34]3)[CH:32]=[C:27]2[N:26]([C:2]2[C:11]3[C:6](=[CH:7][C:8]([F:13])=[CH:9][C:10]=3[F:12])[N:5]=[C:4]([C:14]([C:16]3[CH:21]=[CH:20][CH:19]=[CH:18][CH:17]=3)=[CH2:15])[C:3]=2[CH3:22])[CH2:25]1 |f:3.4,5.6.7.8.9|. Procedure details: 4-Chloro-5,7-difluoro-3-methyl-2-(1-phenylvinyl)quinoline (80 mg, 0.253 mmol), 4-(3,3-dimethyl-2,3-dihydro-1H-pyrrolo[3,2-b]pyridin-6-yl)morpholine (59.1 mg, 0.253 mmol), Pd2dba3 (23.2 mg, 0.025 mmol), 2-(dicyclohexylphosphino)-2′,4′,6′-tri-i-propyl-1,1′-biphenyl (24.2 mg, 0.051 mmol), sodium tert-butoxide (73.0 mg, 0.760 mmol), and toluene (2.53 mL) were stirred at 105° C. for 2 h. The reaction mixture was then concentrated and the resulting residue partitioned between EtOAc and saturated aqueo... Reactants: CC(C)(C)OC(=O)NC(Cc1ccccc1C(F)(F)F)C(=O)O, CCN(C(C)C)C(C)C, ClC(Cl)Cl, COc1sc(C(=O)O)cc1-c1c(Cl)cnn1C, NC(Cc1ccc(F)cc1)CN1C(=O)c2ccccc2C1=O. Product: COc1sc(C(=O)NC(Cc2ccc(F)cc2)CN2C(=O)c3ccccc3C2=O)cc1-c1c(Cl)cnn1C. RXN SMILES: [CH3:40][C:41]([O:42][C:43]([NH:44][CH:45]([C:46]([OH:47])=[O:48])[CH2:49][c:50]1[cH:51][cH:52][cH:53][cH:54][c:55]1[C:56]([F:57])([F:58])[F:59])=[O:60])([CH3:61])[CH3:62].[CH:63]([N:64]([CH2:65][CH3:66])[CH:67]([CH3:68])[CH3:69])([CH3:70])[CH3:71].[CH:72]([Cl:73])([Cl:74])[Cl:75].[Cl:1][c:2]1[cH:3][n:4][n:5]([CH3:17])[c:6]1-[c:7]1[cH:8][c:9]([C:14](=[O:15])[OH:16])[s:10][c:11]1[O:12][CH3:13].[NH2:18][CH:19]([CH2:20][N:21]1[C:22](=[O:31])[c:23]2[cH:24][cH:25][cH:26][cH:27][c:28]2[C:29]1=[O:30])[CH2:32][c:33]1[cH:34][cH:35][c:36]([F:39])[cH:37][cH:38]1>>[Cl:1][c:2]1[cH:3][n:4][n:5]([CH3:17])[c:6]1-[c:7]1[cH:8][c:9]([C:14](=[O:16])[NH:18][CH:19]([CH2:20][N:21]2[C:22](=[O:31])[c:23]3[cH:24][cH:25][cH:26][cH:27][c:28]3[C:29]2=[O:30])[CH2:32][c:33]2[cH:34][cH:35][c:36]([F:39])[cH:37][cH:38]2)[s:10][c:11]1[O:12][CH3:13]. Reaction conditions: time 2 hour. The reagents and catalysts are [Pt] (Platinum on carbon). Yields the product BrC1=CC=C2C(=C(C=NC2=C1)NCC1CCOCC1)N (7-bromo-N-(tetrahydro-2H-pyran-4-ylmethyl)quinoline-3,4-diamine). Reaction SMILES: [Br:1][C:2]1[CH:11]=[C:10]2[C:5]([C:6]([NH:15]CC3CCOCC3)=[C:7]([N+:12]([O-])=O)[CH:8]=[N:9]2)=[CH:4][CH:3]=1.[CH:23]([OH:26])([CH3:25])C>C(#N)C.[Pt]>[Br:1][C:2]1[CH:11]=[C:10]2[C:5]([C:6]([NH2:15])=[C:7]([NH:12][CH2:11][CH:2]3[CH2:25][CH2:23][O:26][CH2:4][CH2:3]3)[CH:8]=[N:9]2)=[CH:4][CH:3]=1. Reported procedure: 7-Bromo-3-nitro-N-(tetrahydro-2H-pyran-4-ylmethyl)quinolin-4-amine (20 g, 55 mmol) was dissolved in a mixture of acetonitrile (500 mL) and isopropyl alcohol (50 mL) and the solution was placed in a pressure bottle. Platinum on carbon (5%, 2 g) was then added and the reaction mixture was shaken under H2 at 48 PSI (3.3×105 Pa). After 2 hours, the reaction mixture was filtered through a pad of CELITE filter agent. The pad was rinsed with acetonitrile and the combined filtrates were concentrated und... Run in C(C)#N (acetonitrile). The reactants are BrC1=CC=C2C(=C(C=NC2=C1)[N+](=O)[O-])NCC1CCOCC1 (7-Bromo-3-nitro-N-(tetrahydro-2H-pyran-4-ylmethyl)quinolin-4-amine), C(C)(C)O (isopropyl alcohol). Starting materials: C(C1=CC=CC=C1)N1CCC(CC1)=O (1-benzyl-4-piperidinone), O (water), BrC1=NC=CC=C1 (2-bromopyridine), C(CCC)[Li] (n-butyllithium). Solvent: C1CCOC1 (THF), C1CCOC1 (THF). Conditions: time 30 minute. Yields the product C(C1=CC=CC=C1)N1CCC(CC1)(O)C1=NC=CC=C1 (1-Benzyl-4-(pyrid-2-yl)piperid-4-ol). Isolated yield 59.2%. RXN SMILES: Br[C:2]1[CH:7]=[CH:6][CH:5]=[CH:4][N:3]=1.C([Li])CCC.[CH2:13]([N:20]1[CH2:25][CH2:24][C:23](=[O:26])[CH2:22][CH2:21]1)[C:14]1[CH:19]=[CH:18][CH:17]=[CH:16][CH:15]=1.O>C1COCC1>[CH2:13]([N:20]1[CH2:25][CH2:24][C:23]([C:2]2[CH:7]=[CH:6][CH:5]=[CH:4][N:3]=2)([OH:26])[CH2:22][CH2:21]1)[C:14]1[CH:15]=[CH:16][CH:17]=[CH:18][CH:19]=1. Procedure details: A solution of 22.2 g of 2-bromopyridine in 100 ml of THF is cooled to −70° C., 87.8 ml of n-butyllithium are added dropwise and the mixture is stirred for 30 minutes. A solution of 25.6 g of 1-benzyl-4-piperidinone in 100 ml of THF is then added dropwise at −60° C., and the mixture is stirred overnight while allowing the temperature to rise to rt. The reaction mixture is poured into water and extracted with ether, the organic phase is washed with water and dried over Na2SO4, and the solvent is e... Reactants: O1C=C(C=C1)S(=O)(=O)N (3-Furylsulfonamide), C=O (paraformaldehyde), COP(OC)OC (trimethylphosphite), Br[Si](C)(C)C (bromotrimethylsilane). The product is O1C=C(C=C1)S(=O)(=O)NCP(O)(O)=O ([(3-Furylsulfonylamino)methyl]phosphonic acid). As a reaction SMILES: [O:1]1[CH:5]=[CH:4][C:3]([S:6]([NH2:9])(=[O:8])=[O:7])=[CH:2]1.C=O.C[O:13][P:14]([O:17]C)[O:15]C.Br[Si](C)(C)[CH3:21]>>[O:1]1[CH:5]=[CH:4][C:3]([S:6]([NH:9][CH2:21][P:14](=[O:17])([OH:15])[OH:13])(=[O:8])=[O:7])=[CH:2]1. Procedure: 3-Furylsulfonamide (x) was treated with paraformaldehyde and trimethylphosphite, followed by treatment with bromotrimethylsilane, according to the procedure described in Example 46, steps 2 and 3, to produce the title compound: 1H NMR (300 MHz, CD3OD) δH 8.13 (dd, J=1.5, 0.6 Hz, 1H), 7.71 (t, J=1.8 Hz, 1H), 6.78 (dd, J=1.8, 0.6 Hz, 1H), 3.21 (d, J=13.5 Hz, 2H); 13C NMR (75 MHz, CD3OD) δC 147.2, 146.4, 128.0, 109.3, 40.7 (d, J=158 Hz). Procedure details: 15.4 g of lithium aluminium hydride were suspended in 300 ml of abs. ether under reflux. 61 g of N-decylacetamide (product of a) were dissolved in 300 ml of ether and the solution was added dropwise in the course of 2 hours to the solution heated to reflux. The heterogeneous mixture was stirred under reflux for 15 hours. Then 32 ml of water were added dropwise at room temperature in the course of 1 hour. After stirring for 30 minutes, the solid was collected by suction filtration and washed repe... Product: C(CCCCCCCCC)NCC (N-n-decyl-ethylamine). Run in CCOCC (ether), CCOCC (ether). The reactants are [H-].[Al+3].[Li+].[H-].[H-].[H-] (lithium aluminium hydride), C(CCCCCCCCC)NC(C)=O (N-decylacetamide), O (water). As a reaction SMILES: [H-].[Al+3].[Li+].[H-].[H-].[H-].[CH2:7]([NH:17][C:18](=O)[CH3:19])[CH2:8][CH2:9][CH2:10][CH2:11][CH2:12][CH2:13][CH2:14][CH2:15][CH3:16].O>CCOCC>[CH2:7]([NH:17][CH2:18][CH3:19])[CH2:8][CH2:9][CH2:10][CH2:11][CH2:12][CH2:13][CH2:14][CH2:15][CH3:16] |f:0.1.2.3.4.5|.